Dataset: the Open Reaction Database (ORD), a public repository of structured organic reaction records. Task: describe an organic reaction: reactants, conditions, products, and yield The reactants are B(OC)(OC)OC (trimethyl borate), NC1=C(C(=O)O)C=CC(=C1)C(F)(F)F (2-amino-4-trifluoromethylbenzoic acid), CO (methanol). The solvent is O1CCCC1 (tetrahydrofuran). Run at time 15 minute. The product is NC1=C(C=CC(=C1)C(F)(F)F)CO (2-amino-4-trifluoromethyl-1-hydroxymethylbenzene). Yield: 96.1%. Reaction SMILES: [NH2:1][C:2]1[CH:10]=[C:9]([C:11]([F:14])([F:13])[F:12])[CH:8]=[CH:7][C:3]=1[C:4](O)=[O:5].B(OC)(OC)OC.CO>O1CCCC1>[NH2:1][C:2]1[CH:10]=[C:9]([C:11]([F:12])([F:13])[F:14])[CH:8]=[CH:7][C:3]=1[CH2:4][OH:5]. Procedure: To a solution of 2-amino-4-trifluoromethylbenzoic acid (4.56 g, 22.2 mmol), prepared in the step (a), in tetrahydrofuran (100 ml) were added 10 M borane-dimethyl sulfide complex (4.4 ml, 44.0 mmol) and trimethyl borate (10 ml). The mixture was stirred under ice cooling for 10 min, at room temperature for 15 min, and at 45° C. for 17 hr. Subsequently, 2 ml of 10 M borane-dimethyl sulfide complex was added thereto, and a reaction was allowed to proceed at 45° C. for 15 hr. Thereafter, methanol was...